From a dataset of the Open Reaction Database (ORD), a public repository of structured organic reaction records. describe an organic reaction: reactants, conditions, products, and yield Starting materials: ClCCl, CC(=O)O, CC(=O)OC1=CC(=O)OC(C)C1, CN(C)c1ccncc1, Cc1ccccc1, C(=NC1CCCCC1)=NC1CCCCC1, CC1CC(O)=CC(=O)O1. Product: CC(=O)C1=C(O)CC(C)OC1=O. Reaction SMILES: [CH2:57]([Cl:58])[Cl:59].[CH3:10][C:11]([OH:12])=[O:13].[CH3:29][CH:30]1[CH2:31][C:32]([O:33][C:34](=[O:35])[CH3:36])=[CH:37][C:38](=[O:39])[O:40]1.[CH3:41][N:42]([CH3:43])[c:44]1[cH:45][cH:46][n:47][cH:48][cH:49]1.[CH3:50][c:51]1[cH:52][cH:53][cH:54][cH:55][cH:56]1.[CH:14]1([N:15]=[C:16]=[N:17][CH:18]2[CH2:19][CH2:20][CH2:21][CH2:22][CH2:23]2)[CH2:24][CH2:25][CH2:26][CH2:27][CH2:28]1.[OH:1][C:2]1=[CH:3][C:4](=[O:9])[O:5][CH:6]([CH3:8])[CH2:7]1>>[OH:1][C:2]1=[C:3]([C:11]([CH3:10])=[O:12])[C:4](=[O:9])[O:5][CH:6]([CH3:8])[CH2:7]1. Reactants: CCOC(C)=O, O=S(=O)(Cl)c1ccc(Cl)nc1, [NH4+], [OH-]. Yields the product NS(=O)(=O)c1ccc(Cl)nc1. Reaction SMILES: [CH3:14][CH2:15][O:16][C:17]([CH3:18])=[O:19].[Cl:1][c:2]1[cH:3][cH:4][c:5]([S:8](=[O:9])(=[O:10])[Cl:11])[cH:6][n:7]1.[NH4+:12].[OH-:13]>>[Cl:1][c:2]1[cH:3][cH:4][c:5]([S:8](=[O:9])(=[O:10])[NH2:12])[cH:6][n:7]1. The reactants are FC1=CC=C(C(=O)C=2C=NC=CC2C(=O)OC)C=C1 (3-(4-fluorobenzoyl)-4-carbomethoxypyridine), [H-].[Na+] (NaH), N1C=NC=C1 (imidazole). Solvent: CN(C)C=O (DMF), CN(C)C=O (DMF). Reaction conditions: temperature 120 celsius. Yields the product N1(C=NC=C1)C1=CC=C(C(=O)C=2C=NC=CC2C(=O)OC)C=C1 (3-[4-(1H-imidazol-1-yl)benzoyl]-4-carbomethoxypyridine). RXN SMILES: F[C:2]1[CH:19]=[CH:18][C:5]([C:6]([C:8]2[CH:9]=[N:10][CH:11]=[CH:12][C:13]=2[C:14]([O:16][CH3:17])=[O:15])=[O:7])=[CH:4][CH:3]=1.[H-].[Na+].[NH:22]1[CH:26]=[CH:25][N:24]=[CH:23]1>CN(C=O)C>[N:22]1([C:2]2[CH:19]=[CH:18][C:5]([C:6]([C:8]3[CH:9]=[N:10][CH:11]=[CH:12][C:13]=3[C:14]([O:16][CH3:17])=[O:15])=[O:7])=[CH:4][CH:3]=2)[CH:26]=[CH:25][N:24]=[CH:23]1 |f:1.2|. Procedure: A solution of 3-(4-fluorobenzoyl)-4-carbomethoxypyridine (2.25 g, 8.68 mmol) in 10 mL of DMF is added dropwise to a solution of NaH (0.25 g, 10.21 mmol) and imidazole (0.59 g, 8.68 mmol) in 26 mL of DMF. The mixture, after heating at 120° C. for 1 day, is allowed to cool, quenched with ice water, and extracted with EtOAc (3×75 mL). The combined organic layers are dried (Na2SO4) and evaporated to produce crude product. Chromatographic purification on silica gel (using EtOAc-MeOH, 9:1 as the eluen... The reactants are Cc1ccc(N)cc1Nc1nccc(-c2cncc(Br)c2)n1, Cc1ccc(NC(=O)c2ccc(CN3CCN(C)CC3)c(C(F)(F)F)c2)cc1Nc1nccc(-c2cccnc2)n1. The product is Cc1ccc(NC(=O)c2ccc(CN3CCN(C)CC3)c(C(F)(F)F)c2)cc1Nc1nccc(-c2cncc(Br)c2)n1. Reaction SMILES: [Br:1][c:2]1[cH:3][c:4](-[c:8]2[n:9][c:10]([NH:14][c:15]3[cH:16][c:17]([NH2:18])[cH:19][cH:20][c:21]3[CH3:22])[n:11][cH:12][cH:13]2)[cH:5][n:6][cH:7]1.[CH3:23][N:24]1[CH2:25][CH2:26][N:27]([CH2:30][c:31]2[c:32]([C:60]([F:61])([F:62])[F:63])[cH:33][c:34]([C:35](=[O:36])[NH:37][c:38]3[cH:39][cH:40][c:41]([CH3:42])[c:43]([NH:44][c:45]4[n:46][c:47](-[c:48]5[cH:49][n:50][cH:51][cH:52][cH:53]5)[cH:54][cH:55][n:56]4)[cH:57]3)[cH:58][cH:59]2)[CH2:28][CH2:29]1>>[Br:1][c:2]1[cH:3][c:4](-[c:8]2[n:9][c:10]([NH:14][c:15]3[cH:16][c:17]([NH:18][C:35]([c:34]4[cH:33][c:32]([C:60]([F:61])([F:62])[F:63])[c:31]([CH2:30][N:27]5[CH2:26][CH2:25][N:24]([CH3:23])[CH2:29][CH2:28]5)[cH:59][cH:58]4)=[O:36])[cH:19][cH:20][c:21]3[CH3:22])[n:11][cH:12][cH:13]2)[cH:5][n:6][cH:7]1. Conditions: temperature -78 celsius. The solvent is ClCCl (dichloromethane). Reaction SMILES: [C:1]12([CH2:11][NH:12][C:13](=[O:23])[C:14]3[C:19]([Cl:20])=[CH:18][N:17]=[C:16]([CH:21]=C)[CH:15]=3)[CH2:10][CH:5]3[CH2:6][CH:7]([CH2:9][CH:3]([CH2:4]3)[CH2:2]1)[CH2:8]2.C(O)(=[O:26])C>ClCCl>[C:1]12([CH2:11][NH:12][C:13](=[O:23])[C:14]3[C:19]([Cl:20])=[CH:18][N:17]=[C:16]([CH:21]=[O:26])[CH:15]=3)[CH2:8][CH:7]3[CH2:6][CH:5]([CH2:4][CH:3]([CH2:9]3)[CH2:2]1)[CH2:10]2. Reported procedure: N-(1-Adamantylmethyl)-5-chloro-2-vinylisonicotinamide (Example 29(i)) (1.70 g) was dissolved in dichloromethane (50 mL), treated with acetic acid (1 mL) and cooled to −78° C. under nitrogen. Ozone was bubbled through the resulting solution for 2 hours while maintaining the temperature. Nitrogen was subsequently bubbled through the solution for 10 minutes and dimethylsulfide (2 mL) was added. The solution was warmed to room temperature washed with sodium bicarbonate (2×10 mL) and brine (30 mL); t... Yields the product C12(CC3CC(CC(C1)C3)C2)CNC(C2=CC(=NC=C2Cl)C=O)=O (N-(1-Adamantylmethyl)-5-chloro-2-formylisonicotinamide). Reactants: C12(CC3CC(CC(C1)C3)C2)CNC(C2=CC(=NC=C2Cl)C=C)=O (N-(1-Adamantylmethyl)-5-chloro-2-vinylisonicotinamide), C(C)(=O)O (acetic acid). The reactants are N1N=C(C=C1)C1=CC=C(C=C1)O (4-pyrazol-3-yl-phenol), C([O-])([O-])=O.[K+].[K+] (potassium carbonate), C(C1=CC=CC=C1)OC(=O)NCCOS(=O)(=O)C (methanesulfonic acid 2-benzyloxycarbonylamino-ethyl ester). The solvent is CS(=O)C (dimethylsulfoxide). Run at temperature 70 celsius. The product is C(C1=CC=CC=C1)OC(NCCOC1=CC=C(C=C1)C1=NNC=C1)=O ([2-(4-Pyrazol-3-yl-phenoxy)-ethyl]-carbamic Acid Benzyl Ester). Isolated yield 61.0%. Reaction SMILES: [NH:1]1[CH:5]=[CH:4][C:3]([C:6]2[CH:11]=[CH:10][C:9]([OH:12])=[CH:8][CH:7]=2)=[N:2]1.C(=O)([O-])[O-].[K+].[K+].[CH2:19]([O:26][C:27]([NH:29][CH2:30][CH2:31]OS(C)(=O)=O)=[O:28])[C:20]1[CH:25]=[CH:24][CH:23]=[CH:22][CH:21]=1>CS(C)=O>[CH2:19]([O:26][C:27](=[O:28])[NH:29][CH2:30][CH2:31][O:12][C:9]1[CH:10]=[CH:11][C:6]([C:3]2[CH:4]=[CH:5][NH:1][N:2]=2)=[CH:7][CH:8]=1)[C:20]1[CH:25]=[CH:24][CH:23]=[CH:22][CH:21]=1 |f:1.2.3|. Procedure: A round-bottomed flask was charged with 4-pyrazol-3-yl-phenol (840 mg, 5.25 mmol), potassium carbonate (2.17 g, 15.7 mmol), and methanesulfonic acid 2-benzyloxycarbonylamino-ethyl ester (C. A. Townsend, et al., Tetrahedron, 47, 2591 (1991)) (2.86 g, 10.5 mmol) in 10.5 ml of dry dimethylsulfoxide. The resulting solution was heated to about 70° C. for about four days. The reaction mixture was then poured into 1 N HCL, and the aqueous phase was extracted twice with ethyl acetate. The combined organ... The reactants are NC1=C2C(=NC=N1)N(N=C2C2=CC(=C(C=C2)NC(C2=CC=C(C=C2)OC(F)(F)F)=O)OC)[C@@H]2CC[C@H](CC2)N2CCN(CC2)C (trans-N1-(4-{4-amino-1-[4-(4-methylpiperazino)cyclohexyl]-1H-pyrazolo[3,4-d]pyrimidin-3-yl}-2-methoxyphenyl)-4-(trifluoromethoxy)benzamide), C(\C=C/C(=O)O)(=O)O (maleic acid). Solvent: C(C)(=O)OCC (ethyl acetate), C(C)(=O)OCC (ethyl acetate). Run at time 5 hour. Product: C(\C=C/C(=O)O)(=O)O.C(\C=C/C(=O)O)(=O)O.NC1=C2C(=NC=N1)N(N=C2C2=CC(=C(C=C2)NC(C2=CC=C(C=C2)OC(F)(F)F)=O)OC)[C@@H]2CC[C@H](CC2)N2CCN(CC2)C (trans-N1-(4-{4-amino-1-[4-(4-methylpiperazino)cyclohexyl]-1H-pyrazolo[3,4-d]pyrimidin-3-yl}-2-methoxyphenyl)-4-(trifluoromethoxy)benzamide, dimaleate salt). The yield is 109.4%. Reaction SMILES: [NH2:1][C:2]1[N:7]=[CH:6][N:5]=[C:4]2[N:8]([C@H:33]3[CH2:38][CH2:37][C@H:36]([N:39]4[CH2:44][CH2:43][N:42]([CH3:45])[CH2:41][CH2:40]4)[CH2:35][CH2:34]3)[N:9]=[C:10]([C:11]3[CH:16]=[CH:15][C:14]([NH:17][C:18](=[O:30])[C:19]4[CH:24]=[CH:23][C:22]([O:25][C:26]([F:29])([F:28])[F:27])=[CH:21][CH:20]=4)=[C:13]([O:31][CH3:32])[CH:12]=3)[C:3]=12.[C:46]([OH:53])(=[O:52])/[CH:47]=[CH:48]\[C:49]([OH:51])=[O:50]>C(OCC)(=O)C>[C:46]([OH:53])(=[O:52])/[CH:47]=[CH:48]\[C:49]([OH:51])=[O:50].[C:46]([OH:53])(=[O:52])/[CH:47]=[CH:48]\[C:49]([OH:51])=[O:50].[NH2:1][C:2]1[N:7]=[CH:6][N:5]=[C:4]2[N:8]([C@H:33]3[CH2:34][CH2:35][C@H:36]([N:39]4[CH2:40][CH2:41][N:42]([CH3:45])[CH2:43][CH2:44]4)[CH2:37][CH2:38]3)[N:9]=[C:10]([C:11]3[CH:16]=[CH:15][C:14]([NH:17][C:18](=[O:30])[C:19]4[CH:24]=[CH:23][C:22]([O:25][C:26]([F:27])([F:29])[F:28])=[CH:21][CH:20]=4)=[C:13]([O:31][CH3:32])[CH:12]=3)[C:3]=12 |f:3.4.5|. Procedure: trans-N1-(4-{4-amino-1-[4-(4-methylpiperazino)cyclohexyl]-1H-pyrazolo[3,4-d]pyrimidin-3-yl}-2-methoxyphenyl)-4-(trifluoromethoxy)benzamide (520 mg, 0.832 mmol) was dissolved in hot ethyl acetate (55 mL) and maleic acid (290 mg, 2.497 mmol) in hot ethyl acetate (5 mL) was added. The reaction mixture was stirred at room temperature for 5 hours. The solid was collected by filtration to give trans-N1-(4-{4-amino-1-[4-(4-methylpiperazino)cyclohexyl]-1H-pyrazolo[3,4-d]pyrimidin-3-yl}-2-methoxyphenyl)-...